Dataset: the Open Reaction Database (ORD), a public repository of structured organic reaction records. Task: describe an organic reaction: reactants, conditions, products, and yield The reactants are Cc1ccc(NC(=O)NCc2ccc3c(c2)CN(C2CCC(=O)NC2=O)C3=O)cc1[N+](=O)[O-], CN(C)C=O. The product is Cc1ccc(NC(=O)NCc2ccc3c(c2)CN(C2CCC(=O)NC2=O)C3=O)cc1N. RXN SMILES: [O:1]=[C:2]1[NH:3][C:4](=[O:33])[CH2:5][CH2:6][CH:7]1[N:8]1[C:9](=[O:32])[c:10]2[cH:11][cH:12][c:13]([CH2:17][NH:18][C:19](=[O:20])[NH:21][c:22]3[cH:23][c:24]([N+:29]([O-:30])=[O:31])[c:25]([CH3:28])[cH:26][cH:27]3)[cH:14][c:15]2[CH2:16]1.[O:34]=[CH:35][N:36]([CH3:37])[CH3:38]>>[O:1]=[C:2]1[NH:3][C:4](=[O:33])[CH2:5][CH2:6][CH:7]1[N:8]1[C:9](=[O:32])[c:10]2[cH:11][cH:12][c:13]([CH2:17][NH:18][C:19](=[O:20])[NH:21][c:22]3[cH:23][c:24]([NH2:29])[c:25]([CH3:28])[cH:26][cH:27]3)[cH:14][c:15]2[CH2:16]1. Starting materials: Cl (Hydrochloric acid), BrC=1C(=CC(=C(C(=O)Cl)C1)OC)OC (5-bromo-2,4-dimethoxybenzoic acid chloride), [Cl-].[Mg+2].[Cl-] (magnesium chloride), ice, C(C)C(C(=O)[O-])C(=O)[O-].[K+].[K+] (potassium ethylmalonate), C(C)(=O)OCC (ethyl acetate), [Cl-].[Mg+2].[Cl-] (magnesium chloride), C(C)(=O)OCC (ethyl acetate). Solvent: O1CCCC1 (tetrahydrofuran), O1CCCC1 (tetrahydrofuran), C(C)N(CC)CC (triethylamine). Run at temperature 75 celsius, time 2 hour. The product is BrC=1C(=CC(=C(C1)C(CC(=O)OCC)=O)OC)OC (ethyl 3-(5-bromo-2,4-dimethoxyphenyl)-3-oxopropionate). As a reaction SMILES: [Cl-].[Mg+2].[Cl-].C(C(C([O-])=O)C([O-])=O)C.[K+].[K+].[Br:15][C:16]1[C:17]([O:27][CH3:28])=[CH:18][C:19]([O:25][CH3:26])=[C:20]([CH:24]=1)[C:21](Cl)=[O:22].Cl.[C:30]([O:33][CH2:34][CH3:35])(=[O:32])[CH3:31]>O1CCCC1.C(N(CC)CC)C>[Br:15][C:16]1[C:17]([O:27][CH3:28])=[CH:18][C:19]([O:25][CH3:26])=[C:20]([C:21](=[O:22])[CH2:31][C:30]([O:33][CH2:34][CH3:35])=[O:32])[CH:24]=1 |f:0.1.2,3.4.5|. Reported procedure: Under a nitrogen atmosphere, to a suspension of anhydrous magnesium chloride (36.5 g) and ethyl acetate (200 mL) was slowly added dropwise tetrahydrofuran (55.2 g). After completion of the dropwise addition, the mixture was stirred at 75° C. for 2 hr to dissolve anhydrous magnesium chloride. The solution was added dropwise to an ice-cold suspension of potassium ethylmalonate (52.1 g) and triethylamine (46.5 g) in ethyl acetate (200 mL). After the dropwise addition, the suspension was warmed to 7... Reactants: C(C)OC(=O)C=1NC2=CC=CC(=C2C1)OCC1=CC=CC=C1 (4-Benzyloxy-1H-indole-2-carboxylic acid ethyl ester). The reagents and catalysts are [Pd] (Pd/C). Solvent: CO (MeOH), C(Cl)Cl (DCM). Run at time 24 hour. Product: C(C)OC(=O)C=1NC2=CC=CC(=C2C1)O (4-Hydroxy-1H-indole-2-carboxylic acid ethyl ester). RXN SMILES: [CH2:1]([O:3][C:4]([C:6]1[NH:7][C:8]2[C:13]([CH:14]=1)=[C:12]([O:15]CC1C=CC=CC=1)[CH:11]=[CH:10][CH:9]=2)=[O:5])[CH3:2]>CO.C(Cl)Cl.[Pd]>[CH2:1]([O:3][C:4]([C:6]1[NH:7][C:8]2[C:13]([CH:14]=1)=[C:12]([OH:15])[CH:11]=[CH:10][CH:9]=2)=[O:5])[CH3:2]. Procedure details: To a solution of 4-Benzyloxy-1H-indole-2-carboxylic acid ethyl ester (29 g, 98.2 mmol) in a mixture of MeOH (750 ml) and DCM (500 ml) is added 1 gram of Pd/C (10%). It is hydrogenated under normal pressure for 24 hours. After filtration and evaporation a white powder is obtained.